This data is from the Open Reaction Database (ORD), a public repository of structured organic reaction records. The task is: describe an organic reaction: reactants, conditions, products, and yield The reactants are FC1=CC2=C(N(C=N2)C2CCN(CC2)C[C@H]2CN(C[C@@H]2C2=CC=CC=C2)[C@@H](C(=O)OCC2=CC=C(C=C2)OC)C2CCCCC2)C=C1 (α-(R)-(3-(S)-((4-(5-Fluoro-benzoimidazol-1-yl)-piperidin-1-ylmethyl))-4-(S)-phenylpyrrolidin-1-yl)-cyclohexaneacetic acid, 4-methoxy-benzyl ester), C(=O)(C(F)(F)F)O (TFA), C1(=CC=CC=C1)OC (anisole). Yields the product FC1=CC2=C(N(C=N2)C2CCN(CC2)C[C@H]2CN(C[C@@H]2C2=CC=CC=C2)[C@@H](C(=O)O)C2CCCCC2)C=C1 (α-(R)-(3-(S)-((4-(5-Fluoro-benzoimidazol-1-yl)-piperidin-1-ylmethyl))-4-(S)-phenylpyrrolidin-1-yl)-cyclohexaneacetic acid). Yield: 90.1%. RXN SMILES: [F:1][C:2]1[CH:47]=[CH:46][C:5]2[N:6]([CH:9]3[CH2:14][CH2:13][N:12]([CH2:15][C@@H:16]4[C@@H:20]([C:21]5[CH:26]=[CH:25][CH:24]=[CH:23][CH:22]=5)[CH2:19][N:18]([C@H:27]([CH:40]5[CH2:45][CH2:44][CH2:43][CH2:42][CH2:41]5)[C:28]([O:30]CC5C=CC(OC)=CC=5)=[O:29])[CH2:17]4)[CH2:11][CH2:10]3)[CH:7]=[N:8][C:4]=2[CH:3]=1.C(O)(C(F)(F)F)=O.C1(OC)C=CC=CC=1>>[F:1][C:2]1[CH:47]=[CH:46][C:5]2[N:6]([CH:9]3[CH2:14][CH2:13][N:12]([CH2:15][C@@H:16]4[C@@H:20]([C:21]5[CH:22]=[CH:23][CH:24]=[CH:25][CH:26]=5)[CH2:19][N:18]([C@H:27]([CH:40]5[CH2:41][CH2:42][CH2:43][CH2:44][CH2:45]5)[C:28]([OH:30])=[O:29])[CH2:17]4)[CH2:11][CH2:10]3)[CH:7]=[N:8][C:4]=2[CH:3]=1. Procedure: The title compound was prepared from 41 mg of α-(R)-(3-(S)-((4-(5-fluoro-benzoimidazol-1-yl)-piperidin-1-ylmethyl))-4-(S)-phenyl-pyrrolidin-1-yl)-cyclohexaneacetic acid, 4-methoxy-benzyl ester (from Step D) and 4 mL of TFA, 0.3 mL of anisole, using a procedure analogous to that described in Example 95, Step E to provide 30 mg of the title compound as a solid. ESI-MS 519 (M+H); TPLC A: 1.65 min. Starting materials: B, CC(C(=O)O)n1cc(Br)ccc1=O, C1CCOC1, CSC. The product is CC(CO)n1cc(Br)ccc1=O. RXN SMILES: [BH3:17].[Br:1][c:2]1[cH:3][cH:4][c:5](=[O:13])[n:6]([CH:8]([C:9](=[O:10])[OH:11])[CH3:12])[cH:7]1.[CH2:18]1[O:19][CH2:20][CH2:21][CH2:22]1.[CH3:14][S:15][CH3:16]>>[Br:1][c:2]1[cH:3][cH:4][c:5](=[O:13])[n:6]([CH:8]([CH2:9][OH:10])[CH3:12])[cH:7]1. Reactants: C1CCOC1, CNc1cc(N2CCC(C(F)(F)F)CC2)c(F)cc1[N+](=O)[O-]. The product is CNc1cc(N2CCC(C(F)(F)F)CC2)c(F)cc1N. Reaction SMILES: [CH2:23]1[O:24][CH2:25][CH2:26][CH2:27]1.[F:1][c:2]1[cH:3][c:4]([N+:20]([O-:21])=[O:22])[c:5]([NH:6][CH3:7])[cH:8][c:9]1[N:10]1[CH2:11][CH2:12][CH:13]([C:16]([F:17])([F:18])[F:19])[CH2:14][CH2:15]1>>[F:1][c:2]1[cH:3][c:4]([NH2:20])[c:5]([NH:6][CH3:7])[cH:8][c:9]1[N:10]1[CH2:11][CH2:12][CH:13]([C:16]([F:17])([F:18])[F:19])[CH2:14][CH2:15]1.